From a dataset of the Open Reaction Database (ORD), a public repository of structured organic reaction records. describe an organic reaction: reactants, conditions, products, and yield Starting materials: C(=O)(O)[O-].[Na+] (NaHCO3), Cl (HCl), CCOC(=O)C (EtOAc), CN(C1CCC2(CCN(CC2)C(=O)OC(C)(C)C)CC1)C1=NC(=NC=C1C)NC=1C=NN(C1)C (tert-butyl 9-(methyl(5-methyl-2-((1-methyl-1H-pyrazol-4-yl) amino)pyrimidin-4-yl)amino)-3-azaspiro[5.5]undecane-3-carboxylate). The solvent is ClCCl (dichloromethane), C(Cl)Cl.CO (DCM MeOH), O (H2O). Run at time 2 hour. The product is CN(C1=NC(=NC=C1C)NC=1C=NN(C1)C)C1CCC2(CCNCC2)CC1 (N4,5-dimethyl-N2-(1-methyl-1H-pyrazol-4-yl)-N4-(3-azaspiro[5.5]undecan-9-yl)pyrimidine-2,4-diamine). Yield: 68.9%. Reaction SMILES: [CH3:1][N:2]([C:21]1[C:26]([CH3:27])=[CH:25][N:24]=[C:23]([NH:28][C:29]2[CH:30]=[N:31][N:32]([CH3:34])[CH:33]=2)[N:22]=1)[CH:3]1[CH2:20][CH2:19][C:6]2([CH2:11][CH2:10][N:9](C(OC(C)(C)C)=O)[CH2:8][CH2:7]2)[CH2:5][CH2:4]1.Cl.CCOC(C)=O.C([O-])(O)=O.[Na+]>ClCCl.O.C(Cl)Cl.CO>[CH3:1][N:2]([CH:3]1[CH2:20][CH2:19][C:6]2([CH2:11][CH2:10][NH:9][CH2:8][CH2:7]2)[CH2:5][CH2:4]1)[C:21]1[C:26]([CH3:27])=[CH:25][N:24]=[C:23]([NH:28][C:29]2[CH:30]=[N:31][N:32]([CH3:34])[CH:33]=2)[N:22]=1 |f:3.4,7.8|. Procedure details: To a suspension of tert-butyl 9-(methyl(5-methyl-2-((1-methyl-1H-pyrazol-4-yl) amino)pyrimidin-4-yl)amino)-3-azaspiro[5.5]undecane-3-carboxylate (250 mg, 0.53 mmol) in dichloromethane (15 mL) was added the solution of HCl in EtOAc (3 mL, 12 mmol). The reaction mixture was stirred at rt for 2 h. The mixture was adjust to pH=8-9 with the saturated solution of NaHCO3, then the mixture was diluted with 20 mL H2O and exacted with DCM/MeOH (10/1, 10 mL×3). The combined organic layers were washed with ... The reactants are ClC1=CC(=CC=C1)C(=O)OO (m-chloroperbenzoic acid), CC1(OC2=C(C(C1)C=1C=NC=CC1)C=C(C=C2)C#N)C (3,4-dihydro-2,2-dimethyl-4-(3-pyridyl)-2H-1-benzopyran-6-carbonitrile). Solvent: ClCCl (dichloromethane). Reaction conditions: time 1 hour. Product: C(#N)C=1C=CC2=C(C(CC(O2)(C)C)C=2C=[N+](C=CC2)[O-])C1 (3-(6-cyano-3,4-dihydro-2,2-dimethyl-2H-1-benzopyran-4-yl)pyridine N-oxide). Isolated yield 84.5%. Reaction SMILES: ClC1C=CC=C(C(OO)=[O:9])C=1.[CH3:12][C:13]1([CH3:31])[CH2:18][CH:17]([C:19]2[CH:20]=[N:21][CH:22]=[CH:23][CH:24]=2)[C:16]2[CH:25]=[C:26]([C:29]#[N:30])[CH:27]=[CH:28][C:15]=2[O:14]1>ClCCl>[C:29]([C:26]1[CH:27]=[CH:28][C:15]2[O:14][C:13]([CH3:31])([CH3:12])[CH2:18][CH:17]([C:19]3[CH:20]=[N+:21]([O-:9])[CH:22]=[CH:23][CH:24]=3)[C:16]=2[CH:25]=1)#[N:30]. Procedure details: The 3-(6-cyano-3,4-dihydro-2,2-dimethyl-2H-1-benzopyran-4-yl)pyridine N-oxide used as the starting material was prepared as follows: (A) 10.25 g of 3-iodopyridine were added at room temperature to a solution of 44 mg of palladium(II) chloride, 131 mg of triphenylphosphine and 95 mg of copper(I) iodide in 200 mg of diethylamine. 9.25 g of 4-(1,1-dimethyl-2-propynyloxy)benzonitrile were then added and the mixture was stirred for 3 days. The mixture was evaporated and the residue was partitioned be... Reactants: C([O-])([O-])=O.[K+].[K+] (potassium carbonate), C1(=CC=CC=C1)CCBr (2-phenylethyl bromide), CC1=CC=C(C=C1)C1=NC2=CC=CC=C2C(=C1)C(CC1CCNCC1)=O (1-[2-(4-methyl-phenyl)-4-quinolyl]-2-(4-piperidyl)-ethanone), ice water. The solvent is CN(C=O)C (dimethylformamide). Reaction conditions: temperature 60 celsius. Product: CC1=CC=C(C=C1)C1=NC2=CC=CC=C2C(=C1)C(CC1CCN(CC1)CCC1=CC=CC=C1)=O (1[2-(4-methyl-phenyl)-4-quinolyl]-2-[1-(2-phenyl-ethyl)-4-piperidyl]-ethanone). Yield: 89.3%. Reaction SMILES: C(=O)([O-])[O-].[K+].[K+].[C:7]1([CH2:13][CH2:14]Br)[CH:12]=[CH:11][CH:10]=[CH:9][CH:8]=1.[CH3:16][C:17]1[CH:22]=[CH:21][C:20]([C:23]2[CH:32]=[C:31]([C:33](=[O:41])[CH2:34][CH:35]3[CH2:40][CH2:39][NH:38][CH2:37][CH2:36]3)[C:30]3[C:25](=[CH:26][CH:27]=[CH:28][CH:29]=3)[N:24]=2)=[CH:19][CH:18]=1>CN(C)C=O>[CH3:16][C:17]1[CH:22]=[CH:21][C:20]([C:23]2[CH:32]=[C:31]([C:33](=[O:41])[CH2:34][CH:35]3[CH2:36][CH2:37][N:38]([CH2:14][CH2:13][C:7]4[CH:12]=[CH:11][CH:10]=[CH:9][CH:8]=4)[CH2:39][CH2:40]3)[C:30]3[C:25](=[CH:26][CH:27]=[CH:28][CH:29]=3)[N:24]=2)=[CH:19][CH:18]=1 |f:0.1.2|. Reported procedure: 3.45 g of potassium carbonate and 1.39 g of 2-phenylethyl bromide are added to a solution of 1.72 g of 1-[2-(4-methyl-phenyl)-4-quinolyl]-2-(4-piperidyl)-ethanone, prepared as indicated in Example 8, in 25 ml of dimethylformamide. The suspension, well stirred, is heated for 5 hours at 60° C., then poured into 1 liter of ice-water. The oil which separates is decanted, washed with water, then 100 ml of ether and 100 ml of a 1 N aqueous solution of hydrochloric acid are added. The precipitate forme... Starting materials: O1C(=CC=C1)C1=NN2C(N=C(N=C2N)S(=O)(=O)C)=C1 (7-furan-2-yl-2-methanesulfonyl-pyrazolo[1,5-a][1,3,5]triazin-4-ylamine), N1CCNCC1 (piperazine). The solvent is CC#N (CH3CN). Yields the product O1C(=CC=C1)C1=NN2C(N=C(N=C2N)N2CCNCC2)=C1 (7-furan-2-yl-2-piperazin-1-yl-pyrazolo[1,5-a][1,3,5]triazin-4-ylamine). Reaction SMILES: [O:1]1[CH:5]=[CH:4][CH:3]=[C:2]1[C:6]1[CH:19]=[C:9]2[N:10]=[C:11](S(C)(=O)=O)[N:12]=[C:13]([NH2:14])[N:8]2[N:7]=1.[NH:20]1[CH2:25][CH2:24][NH:23][CH2:22][CH2:21]1>CC#N>[O:1]1[CH:5]=[CH:4][CH:3]=[C:2]1[C:6]1[CH:19]=[C:9]2[N:10]=[C:11]([N:20]3[CH2:25][CH2:24][NH:23][CH2:22][CH2:21]3)[N:12]=[C:13]([NH2:14])[N:8]2[N:7]=1. Procedure: 18 mmol of 7-furan-2-yl-2-methanesulfonyl-pyrazolo[1,5-a][1,3,5]triazin-4-ylamine (Maybridge plc, Trevillett, Tintagel, Cornwall, England) was suspended in 50 mL of CH3CN along with 5 eq. of piperazine. The reaction mixture was stirred under reflux for 2 hours. It was then cooled to room temperature and concentrated under reduced pressure. The residue was taken up in CH2Cl2 and washed with H2O, brine, dried with Na2SO4, and concentrated under reduced pressure. The resulting crude product was pur... Reactants: CS(C)=O, CCN(C(C)C)C(C)C, Cc1cc(C(=O)NC(CCCCN)c2nc3cc(Cl)ccc3[nH]2)ccc1C(=O)N1CCCC1, O=C1CC(C(=O)O)CN1. Yields the product Cc1cc(C(=O)NC(CCCCNC(=O)C2CNC(=O)C2)c2nc3cc(Cl)ccc3[nH]2)ccc1C(=O)N1CCCC1. RXN SMILES: [CH3:52][S:53]([CH3:54])=[O:55].[CH:34]([N:35]([CH:36]([CH3:37])[CH3:38])[CH2:39][CH3:40])([CH3:41])[CH3:42].[NH2:1][CH2:2][CH2:3][CH2:4][CH2:5][CH:6]([c:7]1[n:8][c:9]2[c:10]([nH:11]1)[cH:12][cH:13][c:14]([Cl:16])[cH:15]2)[NH:17][C:18]([c:19]1[cH:20][c:21]([CH3:32])[c:22]([C:25](=[O:26])[N:27]2[CH2:28][CH2:29][CH2:30][CH2:31]2)[cH:23][cH:24]1)=[O:33].[O:43]=[C:44]1[CH2:45][CH:46]([C:49](=[O:50])[OH:51])[CH2:47][NH:48]1>>[NH:1]([CH2:2][CH2:3][CH2:4][CH2:5][CH:6]([c:7]1[n:8][c:9]2[c:10]([nH:11]1)[cH:12][cH:13][c:14]([Cl:16])[cH:15]2)[NH:17][C:18]([c:19]1[cH:20][c:21]([CH3:32])[c:22]([C:25](=[O:26])[N:27]2[CH2:28][CH2:29][CH2:30][CH2:31]2)[cH:23][cH:24]1)=[O:33])[C:49]([CH:46]1[CH2:45][C:44](=[O:43])[NH:48][CH2:47]1)=[O:50]. Reactants: C(C1=CC=CC=C1)N1C2C(N(CC2CC1)C(=O)OCC)C (ethyl 2-benzyl-8-methyl-2,7-diazabicyclo[3.3.0]octane-7-carboxylate). Solvent: Cl (hydrochloric acid). Yields the product C(C1=CC=CC=C1)N1C2C(NCC2CC1)C (2-Benzyl-8-methyl-2,7-diazabicyclo[3.3.0]octane). As a reaction SMILES: [CH2:1]([N:8]1[CH2:15][CH2:14][CH:13]2[CH:9]1[CH:10]([CH3:21])[N:11](C(OCC)=O)[CH2:12]2)[C:2]1[CH:7]=[CH:6][CH:5]=[CH:4][CH:3]=1>Cl>[CH2:1]([N:8]1[CH2:15][CH2:14][CH:13]2[CH:9]1[CH:10]([CH3:21])[NH:11][CH2:12]2)[C:2]1[CH:3]=[CH:4][CH:5]=[CH:6][CH:7]=1. Procedure: 16 g (55 mmol) of ethyl 2-benzyl-8-methyl-2,7-diazabicyclo[3.3.0]octane-7-carboxylate are heated under reflux overnight with 50 ml of concentrated hydrochloric acid. The mixture is concentrated, and the residue is dissolved in 50 ml of water and rendered alkaline with potassium carbonate. The mixture is extracted five times using 50 ml of chloroform each time, the extracts are dried over K2CO3 and concentrated, and the residue is distilled. The reactants are ClC=1C=C(C=C(C1S(N)(=O)=O)Cl)C1=C(N=C(S1)NC(C)=O)C (N-[5-(3,5-Dichloro-4-sulfamoyl-phenyl)-4-methyl-thiazol-2-yl]-acetamide). Run in Cl (hydrochloric acid), C(C)O (ethanol). Yields the product NC=1SC(=C(N1)C)C1=CC(=C(C(=C1)Cl)S(=O)(=O)N)Cl (4-(2-Amino-4-methyl-thiazol-5-yl)-2,6-dichloro-benzenesulfonamide). Reaction SMILES: [Cl:1][C:2]1[CH:3]=[C:4]([C:13]2[S:17][C:16]([NH:18]C(=O)C)=[N:15][C:14]=2[CH3:22])[CH:5]=[C:6]([Cl:12])[C:7]=1[S:8](=[O:11])(=[O:10])[NH2:9]>Cl.C(O)C>[NH2:18][C:16]1[S:17][C:13]([C:4]2[CH:5]=[C:6]([Cl:12])[C:7]([S:8]([NH2:9])(=[O:10])=[O:11])=[C:2]([Cl:1])[CH:3]=2)=[C:14]([CH3:22])[N:15]=1. Reported procedure: A solution of N-[5-(3,5-dichloro-4-sulfamoyl-phenyl)-4-methyl-thiazol-2-yl]-acetamide (Example 6) (0.70 g, 1.84 mmol) in aqueous hydrochloric acid (5M, 10 ml) and ethanol (20 ml) is heated at reflux for 90 minutes. When cool, the mixture is concentrated to remove ethanol and the aqueous solution is brought to pH 9 by addition of aqueous sodium hydroxide (4M). The product is extracted with n-butanol (50 ml) and the organic extract is dried over MgSO4. Removal of the solvent followed by chromatogr... Starting materials: [OH-].[Na+] (NaOH), COC(CC1=CC(=CC=C1)OCCCN(CC1=CC(=CC=C1)OC)CC(C1=CC=CC=C1)C1=CC=CC=C1)=O ((3-{3-[(2,2-Diphenyl-ethyl)-(3-methoxy-benzyl)-amino]-propoxy}-phenyl)-acetic acid methyl ester). Solvent: CO (methanol). Conditions: time 8 hour. The product is C1(=CC=CC=C1)C(CN(CCCOC=1C=C(C=CC1)CC(=O)O)CC1=CC(=CC=C1)OC)C1=CC=CC=C1 ((3-{3-[(2,2-Diphenyl-ethyl)-(3-methoxy-benzyl)-amino]-propoxy}-phenyl)-acetic acid). The yield is 84.0%. As a reaction SMILES: C[O:2][C:3](=[O:39])[CH2:4][C:5]1[CH:10]=[CH:9][CH:8]=[C:7]([O:11][CH2:12][CH2:13][CH2:14][N:15]([CH2:25][CH:26]([C:33]2[CH:38]=[CH:37][CH:36]=[CH:35][CH:34]=2)[C:27]2[CH:32]=[CH:31][CH:30]=[CH:29][CH:28]=2)[CH2:16][C:17]2[CH:22]=[CH:21][CH:20]=[C:19]([O:23][CH3:24])[CH:18]=2)[CH:6]=1.[OH-].[Na+]>CO>[C:27]1([CH:26]([C:33]2[CH:34]=[CH:35][CH:36]=[CH:37][CH:38]=2)[CH2:25][N:15]([CH2:16][C:17]2[CH:22]=[CH:21][CH:20]=[C:19]([O:23][CH3:24])[CH:18]=2)[CH2:14][CH2:13][CH2:12][O:11][C:7]2[CH:6]=[C:5]([CH2:4][C:3]([OH:39])=[O:2])[CH:10]=[CH:9][CH:8]=2)[CH:28]=[CH:29][CH:30]=[CH:31][CH:32]=1 |f:1.2|. Reported procedure: A solution of (3-{3-[(2,2-Diphenyl-ethyl)-(3-methoxy-benzyl)-amino]-propoxy}-phenyl)-acetic acid methyl ester (4d). (0.2 g, 0.00038 mol) in methanol (5 mL) was treated with 2N NaOH (2.5 mL) and the mixture stirred overnight at ambient temperature. After concentration to dryness, the residue was dissolved in EtOAc (25 mL) and water was added (10 mL), the solution acidified to pH 3 with concentrated hydrochloric acid, then extracted into EtOAc (3×20 mL). The combined organic extracts were dried ov...